Dataset: the Open Reaction Database (ORD), a public repository of structured organic reaction records. Task: describe an organic reaction: reactants, conditions, products, and yield The reactants are CC(=O)Nc1c(I)c(C(=O)NCC(O)CO)c(I)c(C(=O)NCC(O)CO)c1I, CC(O)CO, [Na+], [OH-], COCC(O)CCl. Yields the product COCC(O)CN(C(C)=O)c1c(I)c(C(=O)NCC(O)CO)c(I)c(C(=O)NCC(O)CO)c1I. As a reaction SMILES: [C:1]([CH3:2])(=[O:3])[NH:4][c:5]1[c:6]([I:29])[c:7]([C:21](=[O:22])[NH:23][CH2:24][CH:25]([CH2:26][OH:27])[OH:28])[c:8]([I:20])[c:9]([C:10](=[O:11])[NH:12][CH2:13][CH:14]([CH2:15][OH:16])[OH:17])[c:18]1[I:19].[CH2:39]([OH:40])[CH:41]([OH:42])[CH3:43].[Na+:31].[OH-:30].[OH:32][CH:33]([CH2:34][Cl:35])[CH2:36][O:37][CH3:38]>>[C:1]([CH3:2])(=[O:3])[N:4]([c:5]1[c:6]([I:29])[c:7]([C:21](=[O:22])[NH:23][CH2:24][CH:25]([CH2:26][OH:27])[OH:28])[c:8]([I:20])[c:9]([C:10](=[O:11])[NH:12][CH2:13][CH:14]([CH2:15][OH:16])[OH:17])[c:18]1[I:19])[CH2:34][CH:33]([OH:32])[CH2:36][O:37][CH3:38]. Starting materials: FC1=C(C=CC(=C1)F)C(COC(C(C)C)=O)(COC(C(C)C)=O)O (2-(2,4-difluorophenyl)-1,3-diisobutyryloxy-2-propanol), C(C)(=O)[O-] (acetate). Run in C1CCCCC1 (cyclohexane). Run at temperature 30 celsius. Yields the product FC1=C(C=CC(=C1)F)[C@@](CO)(COC(C(C)C)=O)O ((R)-2-(2,4-difluorophenyl)-3-isobutyryloxy-1,2-propanediol). Yield: 94.8%. RXN SMILES: [F:1][C:2]1[CH:7]=[C:6]([F:8])[CH:5]=[CH:4][C:3]=1[C:9]([OH:24])([CH2:17][O:18]C(=O)C(C)C)[CH2:10][O:11][C:12](=[O:16])[CH:13]([CH3:15])[CH3:14].C([O-])(=O)C>C1CCCCC1>[F:1][C:2]1[CH:7]=[C:6]([F:8])[CH:5]=[CH:4][C:3]=1[C@:9]([OH:24])([CH2:10][O:11][C:12](=[O:16])[CH:13]([CH3:14])[CH3:15])[CH2:17][OH:18]. Reported procedure: A 200 ml reaction vessel was charged with 2 g of 2-(2,4-difluorophenyl)-1,3-diisobutyryloxy-2-propanol, 100 mg of Lipase D made by Amano Pharmaceutical Co., Ltd. (derived from Rhizopus delemer, Enzyme No. 6), 90 ml of 50 mM acetate buffer (pH 5) and 10 ml of cyclohexane. The resulting mixture was stirred at 30° C. to react for 18 hours. After the reaction liquid was extracted three times with 50 ml of ethyl acetate, the organic layers were combined and the combined organic layer was washed with ...